From a dataset of the Open Reaction Database (ORD), a public repository of structured organic reaction records. describe an organic reaction: reactants, conditions, products, and yield Reactants: CCO, CCOC(=O)c1cc2cc([N+](=O)[O-])ccc2s1, NN, O. Product: CCOC(=O)c1cc2cc(N)ccc2s1. RXN SMILES: [CH3:21][CH2:22][OH:23].[N+:4]([O-:5])(=[O:6])[c:7]1[cH:8][c:9]2[c:10]([s:11][c:12]([C:14](=[O:15])[O:16][CH2:17][CH3:18])[cH:13]2)[cH:19][cH:20]1.[NH2:2][NH2:3].[OH2:1]>>[NH2:4][c:7]1[cH:8][c:9]2[c:10]([s:11][c:12]([C:14](=[O:15])[O:16][CH2:17][CH3:18])[cH:13]2)[cH:19][cH:20]1. Starting materials: CNN (Methylhydrazine), BrC=1C=NC=C(C1C=O)Br (3,5-dibromopyridine-4-carbaldehyde). Run in CC(C)O (2-propanol). Conditions: time 3 hour. Product: BrC=1C=NC=C(C1C=NNC)Br (3,5-dibromo-4-[(2-methylhydrazinylidene)methyl]pyridine). Reaction SMILES: [CH3:1][NH:2][NH2:3].[Br:4][C:5]1[CH:6]=[N:7][CH:8]=[C:9]([Br:13])[C:10]=1[CH:11]=O>CC(O)C>[Br:4][C:5]1[CH:6]=[N:7][CH:8]=[C:9]([Br:13])[C:10]=1[CH:11]=[N:3][NH:2][CH3:1]. Procedure: Methylhydrazine (1.06 mL, 19.3 mmol) was added to a solution of 3,5-dibromopyridine-4-carbaldehyde (3.4 g, 13 mmol) in 2-propanol (20 mL). After 3 hours at room temperature, the reaction mixture was concentrated in vacuo, dissolved in ethyl acetate, and washed with saturated aqueous sodium chloride solution. The organic layer was dried over magnesium sulfate, filtered, and concentrated under reduced pressure to afford the product as a solid. Yield: 3.20 g, 10.9 mmol, 84%. 1H NMR (400 MHz, DMSO-d... Reactants: COC(C1=C(C=C(C=C1)O)C)=O (4-hydroxy-2-methyl benzoic acid methyl ester), C(=O)([O-])[O-].[K+].[K+] (K2CO3), Cl.ClCC1=NC=CC=C1 (2-(chloromethyl)pyridine hydrochloride), Cl (hydrochloric acid). Run in C(C)#N (acetonitrile), CCOC(=O)C (AcOEt). Conditions: temperature 90 celsius, time 4 hour. Yields the product COC(C1=C(C=C(C=C1)OCC1=NC=CC=C1)C)=O (2-methyl-4-(2-pyridylmethoxy)benzoic acid methyl ester). Yield: 89.7%. As a reaction SMILES: [CH3:1][O:2][C:3](=[O:12])[C:4]1[CH:9]=[CH:8][C:7]([OH:10])=[CH:6][C:5]=1[CH3:11].C([O-])([O-])=O.[K+].[K+].Cl.Cl[CH2:21][C:22]1[CH:27]=[CH:26][CH:25]=[CH:24][N:23]=1.Cl>CCOC(C)=O.C(#N)C>[CH3:1][O:2][C:3](=[O:12])[C:4]1[CH:9]=[CH:8][C:7]([O:10][CH2:21][C:22]2[CH:27]=[CH:26][CH:25]=[CH:24][N:23]=2)=[CH:6][C:5]=1[CH3:11] |f:1.2.3,4.5|. Reported procedure: To 0.85 g of 4-hydroxy-2-methyl benzoic acid methyl ester were added 12 mL of acetonitrile, 2.12 g of K2CO3 and 0.84 g of 2-(chloromethyl)pyridine hydrochloride, and the mixture was stirred at 90° C. for 4 hours. The reaction mixture was allowed to cool back to room temperature and neutralized by the addition of 5% hydrochloric acid. To this, 150 mL of AcOEt was added, and the organic layer was separated. The obtained organic layer was washed with saturated brine, dried over MgSO4, and concentra... Reactants: CNS(=O)(=O)c1cc2c(c(C(=O)Cl)c1)OCCO2, CC(=O)O, ClC(Cl)Cl, NC1CCN(C2CCCCC2)C1, O. Product: CNS(=O)(=O)c1cc2c(c(C(=O)NC3CCN(C4CCCCC4)C3)c1)OCCO2. Reaction SMILES: [CH3:17][NH:18][S:19](=[O:20])(=[O:21])[c:22]1[cH:23][c:24]([C:32](=[O:33])[Cl:34])[c:25]2[c:26]([cH:31]1)[O:27][CH2:28][CH2:29][O:30]2.[CH3:35][C:36](=[O:37])[OH:38].[CH:13]([Cl:14])([Cl:15])[Cl:16].[CH:1]1([N:7]2[CH2:8][CH:9]([NH2:12])[CH2:10][CH2:11]2)[CH2:2][CH2:3][CH2:4][CH2:5][CH2:6]1.[OH2:39]>>[CH:1]1([N:7]2[CH2:8][CH:9]([NH:12][C:32]([c:24]3[cH:23][c:22]([S:19]([NH:18][CH3:17])(=[O:20])=[O:21])[cH:31][c:26]4[c:25]3[O:30][CH2:29][CH2:28][O:27]4)=[O:33])[CH2:10][CH2:11]2)[CH2:2][CH2:3][CH2:4][CH2:5][CH2:6]1. Starting materials: CC(=O)O, CCO, CCOC(=O)c1cn(C)c2cnc3c(F)c(N4CCC(O)(c5cccc(C(F)(F)F)c5)CC4)ccc3c2c1=O, [K+], [OH-], O. Yields the product Cn1cc(C(=O)O)c(=O)c2c3ccc(N4CCC(O)(c5cccc(C(F)(F)F)c5)CC4)c(F)c3ncc21. RXN SMILES: [CH3:42][C:43](=[O:44])[OH:45].[CH3:46][CH2:47][OH:48].[F:3][c:4]1[c:5]([N:25]2[CH2:26][CH2:27][C:28]([c:31]3[cH:32][c:33]([C:37]([F:38])([F:39])[F:40])[cH:34][cH:35][cH:36]3)([OH:41])[CH2:29][CH2:30]2)[cH:6][cH:7][c:8]2[c:9]3[c:10](=[O:24])[c:11]([C:19](=[O:20])[O:21][CH2:22][CH3:23])[cH:12][n:13]([CH3:18])[c:14]3[cH:15][n:16][c:17]12.[K+:2].[OH-:1].[OH2:49]>>[F:3][c:4]1[c:5]([N:25]2[CH2:26][CH2:27][C:28]([c:31]3[cH:32][c:33]([C:37]([F:38])([F:39])[F:40])[cH:34][cH:35][cH:36]3)([OH:41])[CH2:29][CH2:30]2)[cH:6][cH:7][c:8]2[c:9]3[c:10](=[O:24])[c:11]([C:19](=[O:20])[OH:21])[cH:12][n:13]([CH3:18])[c:14]3[cH:15][n:16][c:17]12. Starting materials: CC(=O)OC(C)(C)C, [Li]CCCC, CCCCCC, CN(C)P(=O)(N(C)C)N(C)C, CC(C)NC1CCCCC1, O=S(=O)(NCCCCC(CI)CCCOC1CCCCO1)c1ccc(Cl)cc1, C1CCOC1. The product is CC(C)(C)OC(=O)CCC(CCCCNS(=O)(=O)c1ccc(Cl)cc1)CCCOC1CCCCO1. RXN SMILES: [C:16]([CH3:17])(=[O:18])[O:19][C:20]([CH3:21])([CH3:22])[CH3:23].[CH2:11]([Li:12])[CH2:13][CH2:14][CH3:15].[CH3:57][CH2:58][CH2:59][CH2:60][CH2:61][CH3:62].[CH3:63][N:64]([P:65]([N:66]([CH3:67])[CH3:68])([N:69]([CH3:70])[CH3:71])=[O:72])[CH3:73].[CH:1]1([NH:2][CH:3]([CH3:4])[CH3:5])[CH2:6][CH2:7][CH2:8][CH2:9][CH2:10]1.[Cl:24][c:25]1[cH:26][cH:27][c:28]([S:31](=[O:32])(=[O:33])[NH:34][CH2:35][CH2:36][CH2:37][CH2:38][CH:39]([CH2:40][I:41])[CH2:42][CH2:43][CH2:44][O:45][CH:46]2[O:47][CH2:48][CH2:49][CH2:50][CH2:51]2)[cH:29][cH:30]1.[O:52]1[CH2:53][CH2:54][CH2:55][CH2:56]1>>[C:16]([CH2:17][CH2:40][CH:39]([CH2:38][CH2:37][CH2:36][CH2:35][NH:34][S:31]([c:28]1[cH:27][cH:26][c:25]([Cl:24])[cH:30][cH:29]1)(=[O:32])=[O:33])[CH2:42][CH2:43][CH2:44][O:45][CH:46]1[O:47][CH2:48][CH2:49][CH2:50][CH2:51]1)(=[O:18])[O:19][C:20]([CH3:21])([CH3:22])[CH3:23]. Starting materials: COc1cc(F)c(F)cc1-c1cn(COCC[Si](C)(C)C)c2ncc(-c3cnc(N)c(C(=O)N(C)C)c3)c(Cl)c12, NCCN, O=C(O)C(F)(F)F. Yields the product COc1cc(F)c(F)cc1-c1c[nH]c2ncc(-c3cnc(N)c(C(=O)N(C)C)c3)c(Cl)c12. As a reaction SMILES: [NH2:1][c:2]1[c:3]([C:4](=[O:5])[N:6]([CH3:7])[CH3:8])[cH:9][c:10](-[c:13]2[c:14]([Cl:40])[c:15]3[c:16]([n:17][cH:18]2)[n:19]([CH2:32][O:33][CH2:34][CH2:35][Si:36]([CH3:37])([CH3:38])[CH3:39])[cH:20][c:21]3-[c:22]2[c:23]([O:30][CH3:31])[cH:24][c:25]([F:29])[c:26]([F:28])[cH:27]2)[cH:11][n:12]1.[NH2:41][CH2:42][CH2:43][NH2:44].[OH:45][C:46]([C:47]([F:48])([F:49])[F:50])=[O:51]>>[NH2:1][c:2]1[c:3]([C:4](=[O:5])[N:6]([CH3:7])[CH3:8])[cH:9][c:10](-[c:13]2[c:14]([Cl:40])[c:15]3[c:16]([n:17][cH:18]2)[nH:19][cH:20][c:21]3-[c:22]2[c:23]([O:30][CH3:31])[cH:24][c:25]([F:29])[c:26]([F:28])[cH:27]2)[cH:11][n:12]1. Procedure: A stirred mixture of 8-chloro-1-(chloromethyl)-6-phenyl-4H-s-triazolo[4,3-a][1,4]benzodiazepine (1.37 g., 0.004 mole), potassium iodide (0.67 g., 0.004 mole), methyl(cyclopropylmethyl)amine (1.02 g., 0.012 mole) and tetrahydrofuran (100 ml.) is kept at ambient temperature (25° C.) for 18 hours and concentrated in vacuo. The extract is washed with brine, dried over anhydrous sodium sulfate and concentrated. The residue is crystallized from ethyl acetate and methylene chlorideethyl acetate to give... The product is ClC=1C=CC2=C(C(=NCC=3N2C(=NN3)CN(C)CC3CC3)C3=CC=CC=C3)C1 (8-chloro-1-[[(cyclopropylmethyl)methylamino]methyl]-6-phenyl-4H-s-triazolo[4,3-a][1,4]benzodiazepine). As a reaction SMILES: [Cl:1][C:2]1[CH:3]=[CH:4][C:5]2[N:11]3[C:12]([CH2:15]Cl)=[N:13][N:14]=[C:10]3[CH2:9][N:8]=[C:7]([C:17]3[CH:22]=[CH:21][CH:20]=[CH:19][CH:18]=3)[C:6]=2[CH:23]=1.[I-].[K+].[CH3:26][NH:27][CH2:28][CH:29]1[CH2:31][CH2:30]1>O1CCCC1>[Cl:1][C:2]1[CH:3]=[CH:4][C:5]2[N:11]3[C:12]([CH2:15][N:27]([CH2:28][CH:29]4[CH2:31][CH2:30]4)[CH3:26])=[N:13][N:14]=[C:10]3[CH2:9][N:8]=[C:7]([C:17]3[CH:18]=[CH:19][CH:20]=[CH:21][CH:22]=3)[C:6]=2[CH:23]=1 |f:1.2|. Solvent: O1CCCC1 (tetrahydrofuran). Reactants: ClC=1C=CC2=C(C(=NCC=3N2C(=NN3)CCl)C3=CC=CC=C3)C1 (8-chloro-1-(chloromethyl)-6-phenyl-4H-s-triazolo[4,3-a][1,4]benzodiazepine), [I-].[K+] (potassium iodide), CNCC1CC1 (methyl(cyclopropylmethyl)amine). The reactants are BrC(Br)(Br)Br, Nc1ncnn2c(-c3cccc(CO)c3)cc(-c3ccc4cn(Cc5ccccc5)nc4c3)c12, C1CCOC1, c1ccc(P(c2ccccc2)c2ccccc2)cc1. Yields the product Nc1ncnn2c(-c3cccc(CBr)c3)cc(-c3ccc4cn(Cc5ccccc5)nc4c3)c12. Reaction SMILES: [C:54]([Br:55])([Br:56])([Br:57])[Br:58].[NH2:1][c:2]1[n:3][cH:4][n:5][n:6]2[c:7]1[c:8](-[c:19]1[cH:20][cH:21][c:22]3[cH:23][n:24]([CH2:28][c:29]4[cH:30][cH:31][cH:32][cH:33][cH:34]4)[n:25][c:26]3[cH:27]1)[cH:9][c:10]2-[c:11]1[cH:12][c:13]([CH2:17][OH:18])[cH:14][cH:15][cH:16]1.[O:59]1[CH2:60][CH2:61][CH2:62][CH2:63]1.[c:35]1([P:36]([c:37]2[cH:38][cH:39][cH:40][cH:41][cH:42]2)[c:43]2[cH:44][cH:45][cH:46][cH:47][cH:48]2)[cH:49][cH:50][cH:51][cH:52][cH:53]1>>[NH2:1][c:2]1[n:3][cH:4][n:5][n:6]2[c:7]1[c:8](-[c:19]1[cH:20][cH:21][c:22]3[cH:23][n:24]([CH2:28][c:29]4[cH:30][cH:31][cH:32][cH:33][cH:34]4)[n:25][c:26]3[cH:27]1)[cH:9][c:10]2-[c:11]1[cH:12][c:13]([CH2:17][Br:55])[cH:14][cH:15][cH:16]1.